This data is from the Open Reaction Database (ORD), a public repository of structured organic reaction records. The task is: describe an organic reaction: reactants, conditions, products, and yield Starting materials: COC(=O)c1ccc(F)cc1B(O)O, C1COCCO1, CC(C)c1cc(C(=O)O[Cu])c(O)c(C(C)C)c1, O=C1c2ccccc2C(=O)N1Sc1ccccc1. Product: COC(=O)c1ccc(F)cc1Sc1ccccc1. Reaction SMILES: [F:1][c:2]1[cH:3][cH:4][c:5]([C:11](=[O:12])[O:13][CH3:14])[c:6]([B:8]([OH:9])[OH:10])[cH:7]1.[O:33]1[CH2:34][CH2:35][O:36][CH2:37][CH2:38]1.[OH:39][c:40]1[c:41]([CH:42]([CH3:43])[CH3:44])[cH:45][c:46]([CH:47]([CH3:48])[CH3:49])[cH:50][c:51]1[C:52]([O:53][Cu:54])=[O:55].[c:15]1([S:21][N:22]2[C:23](=[O:24])[c:25]3[c:26]([cH:27][cH:28][cH:29][cH:30]3)[C:31]2=[O:32])[cH:16][cH:17][cH:18][cH:19][cH:20]1>>[F:1][c:2]1[cH:3][cH:4][c:5]([C:11](=[O:12])[O:13][CH3:14])[c:6]([S:21][c:15]2[cH:16][cH:17][cH:18][cH:19][cH:20]2)[cH:7]1. Reactants: N (ammonia), ClC1=CC(=NC=N1)NC=1C=C2C=CNC2=CC1 (6-chloro-4-(1H-5-indolylamino)pyrimidine). The solvent is CO (methanol). Run at temperature 130 celsius. Product: NC1=CC(=NC=N1)NC=1C=C2C=CNC2=CC1 (6-Amino-4-(1H-5-indolylamino)pyrimidine). Yield: 69.0%. RXN SMILES: [NH3:1].Cl[C:3]1[N:8]=[CH:7][N:6]=[C:5]([NH:9][C:10]2[CH:11]=[C:12]3[C:16](=[CH:17][CH:18]=2)[NH:15][CH:14]=[CH:13]3)[CH:4]=1>CO>[NH2:1][C:3]1[N:8]=[CH:7][N:6]=[C:5]([NH:9][C:10]2[CH:11]=[C:12]3[C:16](=[CH:17][CH:18]=2)[NH:15][CH:14]=[CH:13]3)[CH:4]=1. Procedure: A 7N ammonia in methanol (60 ml) was added to 6-chloro-4-(1H-5-indolylamino)pyrimidine (2.455 g, 10 mmol); and the reaction mixture was heated in a sealed tube at 130° C. for 90 hours. The solvent was distilled off under reduced pressure; the residue was purified by silica gel column chromatography (eluent; ethyl acetate:tetrahydrofuran=1:1); diethyl ether was added to crystallize; and the crystals were filtered off, washed with diethyl ether, and dried under aeration to yield the title compound... Reaction SMILES: [Br:16][c:17]1[cH:18][c:19]2[c:20]([n:21][cH:22]1)[n:23]([CH2:26][O:27][CH2:28][CH2:29][Si:30]([CH3:31])([CH3:32])[CH3:33])[cH:24][cH:25]2.[CH2:55]1[O:56][CH2:57][CH2:58][O:59][CH2:60]1.[CH3:34][NH:35][CH:36]1[CH2:37][CH2:38][CH2:39][CH2:40][CH:41]1[NH:42][CH3:43].[Cu:52]([I:53])[I:54].[K+:49].[K+:50].[K+:51].[P:44]([O-:45])([O-:46])([O-:47])=[O:48].[s:1]1[cH:2][n:3][c:4]2[c:5]1[cH:6][c:7]([N:10]1[C:11](=[O:15])[NH:12][CH2:13][CH2:14]1)[cH:8][cH:9]2>>[s:1]1[cH:2][n:3][c:4]2[c:5]1[cH:6][c:7]([N:10]1[C:11](=[O:15])[N:12]([c:17]3[cH:18][c:19]4[c:20]([n:21][cH:22]3)[n:23]([CH2:26][O:27][CH2:28][CH2:29][Si:30]([CH3:31])([CH3:32])[CH3:33])[cH:24][cH:25]4)[CH2:13][CH2:14]1)[cH:8][cH:9]2. Reactants: C[Si](C)(C)CCOCn1ccc2cc(Br)cnc21, C1COCCO1, CNC1CCCCC1NC, I[Cu]I, [K+], [K+], [K+], O=P([O-])([O-])[O-], O=C1NCCN1c1ccc2ncsc2c1. Yields the product C[Si](C)(C)CCOCn1ccc2cc(N3CCN(c4ccc5ncsc5c4)C3=O)cnc21. Reactants: CC1(C)NN(C2C3CC4CC(C3)CC2C4)C1=O, Fc1cc(F)cc(CBr)c1. Yields the product CC1(C)C(=O)N(C2C3CC4CC(C3)CC2C4)N1Cc1cc(F)cc(F)c1. As a reaction SMILES: [CH:1]12[CH:2]([N:11]3[NH:12][C:13]([CH3:16])([CH3:17])[C:14]3=[O:15])[CH:3]3[CH2:4][CH:5]([CH2:6][CH:7]([CH2:8]1)[CH2:9]3)[CH2:10]2.[F:18][c:19]1[cH:20][c:21]([CH2:22][Br:23])[cH:24][c:25]([F:27])[cH:26]1>>[CH:1]12[CH:2]([N:11]3[N:12]([CH2:22][c:21]4[cH:20][c:19]([F:18])[cH:26][c:25]([F:27])[cH:24]4)[C:13]([CH3:16])([CH3:17])[C:14]3=[O:15])[CH:3]3[CH2:4][CH:5]([CH2:6][CH:7]([CH2:8]1)[CH2:9]3)[CH2:10]2. The reactants are ClCCCCBr, Cc1c[nH]c(=O)nc1-c1cccnc1, CS(C)=O, [H-], [Na+], O. The product is Cc1cn(CCCCCl)c(=O)nc1-c1cccnc1. Reaction SMILES: [Br:17][CH2:18][CH2:19][CH2:20][CH2:21][Cl:22].[CH3:1][c:2]1[c:3](-[c:9]2[cH:10][n:11][cH:12][cH:13][cH:14]2)[n:4][c:5](=[O:8])[nH:6][cH:7]1.[CH3:24][S:25]([CH3:26])=[O:27].[H-:16].[Na+:15].[OH2:23]>>[CH3:1][c:2]1[c:3](-[c:9]2[cH:10][n:11][cH:12][cH:13][cH:14]2)[n:4][c:5](=[O:8])[n:6]([CH2:18][CH2:19][CH2:20][CH2:21][Cl:22])[cH:7]1.